This data is from the Open Reaction Database (ORD), a public repository of structured organic reaction records. The task is: describe an organic reaction: reactants, conditions, products, and yield Reaction SMILES: [C:1]1([S:7]([N:10]2[C:14]3=[N:15][CH:16]=[C:17]([F:19])[CH:18]=[C:13]3[CH:12]=[C:11]2[CH:20]([OH:28])[CH2:21][CH:22]2[CH2:27][CH2:26][O:25][CH2:24][CH2:23]2)(=[O:9])=[O:8])[CH:6]=[CH:5][CH:4]=[CH:3][CH:2]=1.CC(OI1(OC(C)=O)(OC(C)=O)OC(=O)C2C=CC=CC1=2)=O>ClCCl>[C:1]1([S:7]([N:10]2[C:14]3=[N:15][CH:16]=[C:17]([F:19])[CH:18]=[C:13]3[CH:12]=[C:11]2[C:20](=[O:28])[CH2:21][CH:22]2[CH2:23][CH2:24][O:25][CH2:26][CH2:27]2)(=[O:9])=[O:8])[CH:2]=[CH:3][CH:4]=[CH:5][CH:6]=1. The solvent is ClCCl (dichloromethane). The reactants are C1(=CC=CC=C1)S(=O)(=O)N1C(=CC=2C1=NC=C(C2)F)C(CC2CCOCC2)O (1-(1-benzenesulfonyl-5-fluoro-1H-pyrrolo[2,3-b]pyridin-2-yl)-2-(tetrahydro-pyran-4-yl)-ethanol), CC(=O)OI1(C=2C=CC=CC2C(=O)O1)(OC(=O)C)OC(=O)C (Dess-Martin periodinane). Reported procedure: To a solution of 1-(1-benzenesulfonyl-5-fluoro-1H-pyrrolo[2,3-b]pyridin-2-yl)-2-(tetrahydro-pyran-4-yl)-ethanol (1.23 g, 3.04 mmol) in dichloromethane (100 ml) was added Dess-Martin periodinane (3.87 g, 9.12 mmol) at 25° C. The reaction mixture was stirred at 25° C. for 1 h and then quenched with a saturated aqueous sodium bicarbonate solution (60 mL). The mixture was extracted with ethyl acetate (150 mL), washed with a saturated aqueous sodium bicarbonate solution (3×30 mL), brine, dried over a... The yield is 89.9%. Reaction conditions: temperature 25 celsius, time 1 hour. The product is C1(=CC=CC=C1)S(=O)(=O)N1C(=CC=2C1=NC=C(C2)F)C(CC2CCOCC2)=O (1-(1-benzenesulfonyl-5-fluoro-1H-pyrrolo[2,3-b]pyridin-2-yl)-2-(tetrahydro-pyran-4-yl)-ethanone). The reactants are N#Cc1cc(F)cc(Br)c1, COCCn1ccc(NC(=O)c2nc(C)ccc2N)n1. Product: COCCn1ccc(NC(=O)c2nc(C)ccc2Nc2cc(F)cc(C#N)c2)n1. Reaction SMILES: [Br:21][c:22]1[cH:23][c:24]([C:25]#[N:26])[cH:27][c:28]([F:30])[cH:29]1.[CH3:1][O:2][CH2:3][CH2:4][n:5]1[n:6][c:7]([NH:10][C:11](=[O:12])[c:13]2[n:14][c:15]([CH3:20])[cH:16][cH:17][c:18]2[NH2:19])[cH:8][cH:9]1>>[CH3:1][O:2][CH2:3][CH2:4][n:5]1[n:6][c:7]([NH:10][C:11](=[O:12])[c:13]2[n:14][c:15]([CH3:20])[cH:16][cH:17][c:18]2[NH:19][c:22]2[cH:23][c:24]([C:25]#[N:26])[cH:27][c:28]([F:30])[cH:29]2)[cH:8][cH:9]1. Reactants: Nc1nnc(Br)s1, Cl, FC(F)(F)c1ccccc1OC1CCNCC1, [K+], [K+], O=C([O-])[O-], CN(C)C=O. The product is Nc1nnc(N2CCC(Oc3ccccc3C(F)(F)F)CC2)s1. As a reaction SMILES: [Br:19][c:20]1[n:21][n:22][c:23]([NH2:25])[s:24]1.[ClH:1].[F:2][C:3]([c:4]1[c:5]([O:6][CH:7]2[CH2:8][CH2:9][NH:10][CH2:11][CH2:12]2)[cH:13][cH:14][cH:15][cH:16]1)([F:17])[F:18].[K+:26].[K+:27].[O-:28][C:29]([O-:30])=[O:31].[O:32]=[CH:33][N:34]([CH3:35])[CH3:36]>>[F:2][C:3]([c:4]1[c:5]([O:6][CH:7]2[CH2:8][CH2:9][N:10]([c:20]3[n:21][n:22][c:23]([NH2:25])[s:24]3)[CH2:11][CH2:12]2)[cH:13][cH:14][cH:15][cH:16]1)([F:17])[F:18]. Reactants: O=C([O-])[O-], Cc1noc(C)c1CCl, [Cs+], [Cs+], O=[N+]([O-])c1cn[nH]c1, CN(C)C=O, O. Yields the product Cc1noc(C)c1Cn1cc([N+](=O)[O-])cn1. As a reaction SMILES: [C:9](=[O:10])([O-:11])[O-:12].[Cl:15][CH2:16][c:17]1[c:18]([CH3:23])[n:19][o:20][c:21]1[CH3:22].[Cs+:13].[Cs+:14].[N+:1](=[O:2])([O-:3])[c:4]1[cH:5][n:6][nH:7][cH:8]1.[O:24]=[CH:25][N:26]([CH3:27])[CH3:28].[OH2:29]>>[N+:1](=[O:2])([O-:3])[c:4]1[cH:5][n:6]([CH2:16][c:17]2[c:18]([CH3:23])[n:19][o:20][c:21]2[CH3:22])[n:7][cH:8]1. The reactants are [Al+3], CCOC(=O)CC(c1ccc(Cl)cc1Cl)c1c[nH]c2c(CSC)cccc12, Cl, [H-], [H-], [H-], [H-], [Li+], C1CCOC1. Yields the product CSCc1cccc2c(C(CCO)c3ccc(Cl)cc3Cl)c[nH]c12. As a reaction SMILES: [Al+3:29].[Cl:1][c:2]1[c:3]([CH:9]([CH2:10][C:11](=[O:12])[O:13][CH2:14][CH3:15])[c:16]2[cH:17][nH:18][c:19]3[c:20]([CH2:25][S:26][CH3:27])[cH:21][cH:22][cH:23][c:24]23)[cH:4][cH:5][c:6]([Cl:8])[cH:7]1.[ClH:34].[H-:28].[H-:31].[H-:32].[H-:33].[Li+:30].[O:35]1[CH2:36][CH2:37][CH2:38][CH2:39]1>>[Cl:1][c:2]1[c:3]([CH:9]([CH2:10][CH2:11][OH:12])[c:16]2[cH:17][nH:18][c:19]3[c:20]([CH2:25][S:26][CH3:27])[cH:21][cH:22][cH:23][c:24]23)[cH:4][cH:5][c:6]([Cl:8])[cH:7]1. Reactants: CNCCN(C)C, CN1CCCC1=O, O=[N+]([O-])c1ccc(F)cc1. Yields the product CN(C)CCN(C)c1ccc([N+](=O)[O-])cc1. RXN SMILES: [CH3:11][N:12]([CH2:13][CH2:14][NH:15][CH3:16])[CH3:17].[CH3:18][N:19]1[CH2:20][CH2:21][CH2:22][C:23]1=[O:24].[F:1][c:2]1[cH:3][cH:4][c:5]([N+:8](=[O:9])[O-:10])[cH:6][cH:7]1>>[c:2]1([N:15]([CH2:14][CH2:13][N:12]([CH3:11])[CH3:17])[CH3:16])[cH:3][cH:4][c:5]([N+:8](=[O:9])[O-:10])[cH:6][cH:7]1. Starting materials: O=C([O-])[O-], CCc1c(C)nc(-c2ccccc2O)n(CCc2ccccc2)c1=O, C1CCOC1, CI, [K+], [K+]. Product: CCc1c(C)nc(-c2ccccc2OC)n(CCc2ccccc2)c1=O. Reaction SMILES: [C:26](=[O:27])([O-:28])[O-:29].[CH2:1]([CH3:2])[c:3]1[c:4](=[O:25])[n:5]([CH2:17][CH2:18][c:19]2[cH:20][cH:21][cH:22][cH:23][cH:24]2)[c:6](-[c:10]2[c:11]([OH:16])[cH:12][cH:13][cH:14][cH:15]2)[n:7][c:8]1[CH3:9].[CH2:34]1[O:35][CH2:36][CH2:37][CH2:38]1.[I:32][CH3:33].[K+:30].[K+:31]>>[CH2:1]([CH3:2])[c:3]1[c:4](=[O:25])[n:5]([CH2:17][CH2:18][c:19]2[cH:20][cH:21][cH:22][cH:23][cH:24]2)[c:6](-[c:10]2[c:11]([O:16][CH3:26])[cH:12][cH:13][cH:14][cH:15]2)[n:7][c:8]1[CH3:9]. Starting materials: ClC=1SC(=NN1)C1=CC=CC=C1 (2-Chloro-5-phenyl-1,3,4-thiadiazole), NC1=NC(=NS1)C1=CC=CC=C1 (5-amino-3-phenyl-1,2,4-thiadiazole). Yields the product ClC1=NC(=NS1)C1=CC=CC=C1 (5-Chloro-3-phenyl-1,2,4-thiadiazole). RXN SMILES: [Cl:1]C1SC(C2C=CC=CC=2)=NN=1.N[C:14]1[S:18][N:17]=[C:16]([C:19]2[CH:24]=[CH:23][CH:22]=[CH:21][CH:20]=2)[N:15]=1>>[Cl:1][C:14]1[S:18][N:17]=[C:16]([C:19]2[CH:24]=[CH:23][CH:22]=[CH:21][CH:20]=2)[N:15]=1. Procedure: Was prepare in the same manner as 2-Chloro-5-phenyl-1,3,4-thiadiazole, from 5-amino-3-phenyl-1,2,4-thiadiazole. Starting materials: O=C([O-])[O-], CCS, [K+], [K+], O=[N+]([O-])c1ccc(Cl)c(S(=O)(=O)CCO)c1. Product: O=[N+]([O-])c1ccc(CCS)c(S(=O)(=O)CCO)c1. Reaction SMILES: [C:17](=[O:18])([O-:19])[O-:20].[CH2:23]([CH3:24])[SH:25].[K+:21].[K+:22].[OH:1][CH2:2][CH2:3][S:4](=[O:5])(=[O:6])[c:7]1[c:8]([Cl:16])[cH:9][cH:10][c:11]([N+:13](=[O:14])[O-:15])[cH:12]1>>[OH:1][CH2:2][CH2:3][S:4](=[O:5])(=[O:6])[c:7]1[c:8]([CH2:24][CH2:23][SH:25])[cH:9][cH:10][c:11]([N+:13](=[O:14])[O-:15])[cH:12]1.